From a dataset of the Open Reaction Database (ORD), a public repository of structured organic reaction records. describe an organic reaction: reactants, conditions, products, and yield Yields the product ClC1=C(C(=O)NCC2(CCC(CC2)(F)F)C=2C=NC(=CC2)C(F)(F)F)C=CC=C1Cl (2,3-Dichloro-N-[4,4-difluoro-1-(6-trifluoromethyl-pyridin-3-yl)-cyclohexylmethyl]-benzamide). RXN SMILES: [Cl:1][C:2]1[C:10]([Cl:11])=[CH:9][CH:8]=[CH:7][C:3]=1[C:4]([OH:6])=O.[F:12][C:13]1([F:31])[CH2:18][CH2:17][C:16]([CH2:29][NH2:30])([C:19]2[CH:20]=[N:21][C:22]([C:25]([F:28])([F:27])[F:26])=[CH:23][CH:24]=2)[CH2:15][CH2:14]1>>[Cl:1][C:2]1[C:10]([Cl:11])=[CH:9][CH:8]=[CH:7][C:3]=1[C:4]([NH:30][CH2:29][C:16]1([C:19]2[CH:20]=[N:21][C:22]([C:25]([F:28])([F:26])[F:27])=[CH:23][CH:24]=2)[CH2:17][CH2:18][C:13]([F:12])([F:31])[CH2:14][CH2:15]1)=[O:6]. Starting materials: ClC1=C(C(=O)O)C=CC=C1Cl (2,3-dichlorobenzoic acid), FC1(CCC(CC1)(C=1C=NC(=CC1)C(F)(F)F)CN)F (C-[4,4-difluoro-1-(6-trifluoromethyl-pyridin-3-yl)-cyclohexyl]-methylamine). Procedure: From 2,3-dichlorobenzoic acid and C-[4,4-difluoro-1-(6-trifluoromethyl-pyridin-3-yl)-cyclohexyl]-methylamine. LCMS (MH+): m/z=467.0, tR (minutes, Method E)=0.83 As a reaction SMILES: Cl[C:2]1[CH:9]=[CH:8][C:5]([C:6]#[N:7])=[C:4]([N+:10]([O-:12])=[O:11])[CH:3]=1.[O:13]1[CH2:18][CH2:17][CH2:16][CH2:15][CH:14]1[N:19]1[C:23](B2OC(C)(C)C(C)(C)O2)=[CH:22][CH:21]=[N:20]1>>[N+:10]([C:4]1[CH:3]=[C:2]([C:23]2[N:19]([CH:14]3[CH2:15][CH2:16][CH2:17][CH2:18][O:13]3)[N:20]=[CH:21][CH:22]=2)[CH:9]=[CH:8][C:5]=1[C:6]#[N:7])([O-:12])=[O:11]. The product is [N+](=O)([O-])C1=C(C#N)C=CC(=C1)C1=CC=NN1C1OCCCC1 (2-Nitro-4-(1-(tetrahydro-2H-pyran-2-yl)-1H-pyrazol-5-yl)benzonitrile). Starting materials: ClC1=CC(=C(C#N)C=C1)[N+](=O)[O-] (4-chloro-2-nitrobenzonitrile), O1C(CCCC1)N1N=CC=C1B1OC(C(O1)(C)C)(C)C (1-(tetrahydro-2H-pyran-2-yl)-5-(4,4,5,5-tetramethyl-1,3,2-dioxa-borolan-2-yl)-1H-pyrazole). Procedure: The title compound was prepared from 4-chloro-2-nitrobenzonitrile (1.50 g) and 1-(tetrahydro-2H-pyran-2-yl)-5-(4,4,5,5-tetramethyl-1,3,2-dioxa-borolan-2-yl)-1H-pyrazole (2.74 g) using the method of Example 39(a). Yield 1.75 g. 1H-NMR (400 MHz; d6-DMSO): δ 1.57 (m, 3H), 1.84 (m, 1H), 1.97 (m, 1H), 2.38-2.47 (m, 1H), 3.68-3.75 (m, 1H), 4.03 (m, 1H), 5.33 (dd, 1H), 6.84 (d, 1H), 7.69 (d, 1H), 8.13 (dd, 1H), 8.31 (d, 1H), 8.60 (d, 1H).